Dataset: the Open Reaction Database (ORD), a public repository of structured organic reaction records. Task: describe an organic reaction: reactants, conditions, products, and yield Starting materials: S1C(=CC=C1)CC(=O)NC1[C@@H]2N(C(=C(CS2)C(C)OC(C)=O)C(=O)O)C1=O (7-(2-thienylacetamido)-3-(1-acetoxyethyl)-3-cephem-4-carboxylic acid), C(Cl)Cl (methylene chloride), C1(=CC=CC=C1)C(=[N+]=[N-])C1=CC=CC=C1 (diphenyldiazomethane). Solvent: CCOCC (ether), petroleum ether, CO (methanol), CCOCC (ether). Run at time 3 hour. Product: S1C(=CC=C1)CC(=O)NC1[C@@H]2N(C(=C(CS2)C(C)OC(C)=O)C(=O)OC(C2=CC=CC=C2)C2=CC=CC=C2)C1=O (diphenylmethyl 7-(2-thienylacetamido)-3-(1-acetoxyethyl)-3-cephem-4-carboxylate). Yield: 70.0%. As a reaction SMILES: [S:1]1[CH:5]=[CH:4][CH:3]=[C:2]1[CH2:6][C:7]([NH:9][CH:10]1[C:26](=[O:27])[N:12]2[C:13]([C:23]([OH:25])=[O:24])=[C:14]([CH:17]([O:19][C:20](=[O:22])[CH3:21])[CH3:18])[CH2:15][S:16][C@H:11]12)=[O:8].C(Cl)Cl.[C:31]1([C:37]([C:40]2[CH:45]=[CH:44][CH:43]=[CH:42][CH:41]=2)=[N+]=[N-])[CH:36]=[CH:35][CH:34]=[CH:33][CH:32]=1>CO.CCOCC>[S:1]1[CH:5]=[CH:4][CH:3]=[C:2]1[CH2:6][C:7]([NH:9][CH:10]1[C:26](=[O:27])[N:12]2[C:13]([C:23]([O:25][CH:37]([C:31]3[CH:36]=[CH:35][CH:34]=[CH:33][CH:32]=3)[C:40]3[CH:45]=[CH:44][CH:43]=[CH:42][CH:41]=3)=[O:24])=[C:14]([CH:17]([O:19][C:20](=[O:22])[CH3:21])[CH3:18])[CH2:15][S:16][C@H:11]12)=[O:8]. Procedure: To a solution of 7-(2-thienylacetamido)-3-(1-acetoxyethyl)-3-cephem-4-carboxylic acid (stereoisomer A: 88 mg) in mixture (5 ml) of methanol and methylene chloride (1:1) is added a solution of diphenyldiazomethane in ether until the red color of the solution does no more disappear at 55° C on standing. After 3 hours, the reaction mixture is concentrated to give the residue which is stirred in a mixture of ether and petroleum ether. The supernatant is removed, and resulting precipitate is recrysta... Reactants: O=C1CCC(=O)N1Br, ClC(Cl)(Cl)Cl, Cc1cc(OC(F)(F)F)ccc1C#N, CC(C)(C#N)N=NC(C)(C)C#N. As a reaction SMILES: [Br:15][N:16]1[C:17](=[O:18])[CH2:19][CH2:20][C:21]1=[O:22].[C:35]([Cl:36])([Cl:37])([Cl:38])[Cl:39].[CH3:1][c:2]1[c:3]([C:4]#[N:5])[cH:6][cH:7][c:8]([O:10][C:11]([F:12])([F:13])[F:14])[cH:9]1.[N:23]([C:24]([CH3:25])([CH3:26])[C:27]#[N:28])=[N:29][C:30]([CH3:31])([CH3:32])[C:33]#[N:34]>>[CH2:1]([c:2]1[c:3]([C:4]#[N:5])[cH:6][cH:7][c:8]([O:10][C:11]([F:12])([F:13])[F:14])[cH:9]1)[Br:15]. Product: N#Cc1ccc(OC(F)(F)F)cc1CBr. As a reaction SMILES: [Br:1][c:2]1[c:3]([F:19])[c:4]2[c:5]([n:6][cH:7]1)[nH:8][cH:9][c:10]2[NH:11][C:12](=[O:13])[CH:14]1[O:15][CH2:16][CH2:17][CH2:18]1.[CH2:34]([N:35]([CH:36]([CH3:37])[CH3:38])[CH:39]([CH3:40])[CH3:41])[CH3:42].[CH2:43]([OH:44])[CH2:45][CH2:46][CH3:47].[NH:20]1[CH2:21][CH:22]([NH:26][C:27]([O:28][C:29]([CH3:30])([CH3:31])[CH3:32])=[O:33])[CH2:23][CH2:24][CH2:25]1>>[Br:1][c:2]1[c:3]([N:20]2[CH2:21][CH:22]([NH:26][C:27]([O:28][C:29]([CH3:30])([CH3:31])[CH3:32])=[O:33])[CH2:23][CH2:24][CH2:25]2)[c:4]2[c:5]([n:6][cH:7]1)[nH:8][cH:9][c:10]2[NH:11][C:12](=[O:13])[CH:14]1[O:15][CH2:16][CH2:17][CH2:18]1. The reactants are O=C(Nc1c[nH]c2ncc(Br)c(F)c12)C1CCCO1, CCN(C(C)C)C(C)C, CCCCO, CC(C)(C)OC(=O)NC1CCCNC1. Product: CC(C)(C)OC(=O)NC1CCCN(c2c(Br)cnc3[nH]cc(NC(=O)C4CCCO4)c23)C1. Starting materials: BrCc1ccccc1, O=C1Nc2ccc(Cl)cc2C1=O. The product is O=C1Nc2ccc(Cl)cc2C1(O)Cc1ccccc1. Reaction SMILES: [Br:1][CH2:2][c:3]1[cH:4][cH:5][cH:6][cH:7][cH:8]1.[Cl:9][c:10]1[cH:11][c:12]2[c:16]([cH:17][cH:18]1)[NH:15][C:14](=[O:19])[C:13]2=[O:20]>>[CH2:2]([c:3]1[cH:4][cH:5][cH:6][cH:7][cH:8]1)[C:13]1([OH:20])[c:12]2[cH:11][c:10]([Cl:9])[cH:18][cH:17][c:16]2[NH:15][C:14]1=[O:19]. Reactants: C=CCOC(=O)N1CC(=C)CC1C(O[SiH](C)C)C(C)(C)C, CCCC[SnH](CCCC)CCCC, ClCCl, O, Cl[Pd]Cl, c1ccc(P(c2ccccc2)c2ccccc2)cc1, c1ccc(P(c2ccccc2)c2ccccc2)cc1. Yields the product C=C1CNC(C(O[SiH](C)C)C(C)(C)C)C1. RXN SMILES: [CH2:1]([O:2][C:3](=[O:4])[N:7]1[CH:8]([CH:13]([O:14][SiH:15]([CH3:16])[CH3:17])[C:18]([CH3:19])([CH3:20])[CH3:21])[CH2:9][C:10](=[CH2:12])[CH2:11]1)[CH:5]=[CH2:6].[CH3:23][CH2:24][CH2:25][CH2:26][SnH:27]([CH2:28][CH2:29][CH2:30][CH3:31])[CH2:32][CH2:33][CH2:34][CH3:35].[Cl:36][CH2:37][Cl:38].[OH2:22].[Pd:39]([Cl:40])[Cl:41].[c:42]1([P:43]([c:44]2[cH:45][cH:46][cH:47][cH:48][cH:49]2)[c:50]2[cH:51][cH:52][cH:53][cH:54][cH:55]2)[cH:56][cH:57][cH:58][cH:59][cH:60]1.[c:61]1([P:62]([c:63]2[cH:64][cH:65][cH:66][cH:67][cH:68]2)[c:69]2[cH:70][cH:71][cH:72][cH:73][cH:74]2)[cH:75][cH:76][cH:77][cH:78][cH:79]1>>[NH:7]1[CH:8]([CH:13]([O:14][SiH:15]([CH3:16])[CH3:17])[C:18]([CH3:19])([CH3:20])[CH3:21])[CH2:9][C:10](=[CH2:12])[CH2:11]1. Reactants: ClCCCC(=O)Cl (4-chlorobutyryl chloride), N1=CC=CC=C1 (pyridine), C(C)(C)(C)O (tert-butanol). Reagents/catalysts: CN(C1=CC=NC=C1)C (4-dimethylaminopyridine). Product: ClCCCC(=O)OC(C)(C)C (tert-butyl 4-chlorobutyrate). Isolated yield 73.0%. Reaction SMILES: [Cl:1][CH2:2][CH2:3][CH2:4][C:5](Cl)=[O:6].N1C=CC=CC=1.[C:14]([OH:18])([CH3:17])([CH3:16])[CH3:15]>CN(C)C1C=CN=CC=1>[Cl:1][CH2:2][CH2:3][CH2:4][C:5]([O:18][C:14]([CH3:17])([CH3:16])[CH3:15])=[O:6]. Procedure: A mixture comprising 4-chlorobutyryl chloride (12.6 g, 89.2 mmol), tert-butanol (25 mL), pyridine (6.9 g, 86.5 mmol) and 4-dimethylaminopyridine (1.0 g, 8.2 mmol) was heated at 50° C. under an atmosphere of dry nitrogen for 12 hours to give a white suspension. The suspension was partitioned between ethyl ether (250 mL) and water and the organic layer was separated and washed repeatedly with water then 0.1M aqueous hydrochloric acid, saturated aqueous sodium carbonate and saturated aqueous sodium...